From a dataset of the Open Reaction Database (ORD), a public repository of structured organic reaction records. describe an organic reaction: reactants, conditions, products, and yield Starting materials: COC=1C=CC(=C(C1)CC#N)Br (5-Methoxy-2-bromophenylacetonitrile), [OH-].[Na+] (Sodium hydroxide), O (water), COC=1C=CC(=C(C1)CC#N)Br (5-methoxy-2-bromophenylacetonitrile). Run in C(C)O (ethanol). Product: COC=1C=CC(=C(C1)CC(=O)O)Br (5-methoxy-2-bromophenylacetic acid). As a reaction SMILES: [CH3:1][O:2][C:3]1[CH:4]=[CH:5][C:6]([Br:12])=[C:7]([CH2:9][C:10]#N)[CH:8]=1.[OH-:13].[Na+].[OH2:15]>C(O)C>[CH3:1][O:2][C:3]1[CH:4]=[CH:5][C:6]([Br:12])=[C:7]([CH2:9][C:10]([OH:15])=[O:13])[CH:8]=1 |f:1.2|. Procedure: 5-Methoxy-2-bromophenylacetonitrile (52.8 g, 0.23 mol) is dissolved in ethanol (250 mL) and stirred at room temperature. Sodium hydroxide (9.3 g, 0.47 mol) is dissolved in water (150 mL) and added to the solution of the nitrile. The mixture is heated to reflux temperature for 12 hours and then cooled to room temperature. Most of the ethanol is removed using a rotary evaporator and the residual aqueous solution adjusted to pH 4 with 3 N HCl. The solid which forms is isolated by filtration and was... The yield is 68.6%. Procedure details: To a cooled solution of sodium hydroxide (80 mg, 2.0 mmol) in water (3.0 mL), nitromethane (244.0 mg, 4.0 mmol) was added at 0° C. and stirred for 10 min. Then 3-ethoxy-4-fluoro-2-(4,4,5,5-tetramethyl-[1,3,2]dioxaborolan-2-yl)-benzaldehyde (588.0 mg, 2.0 mmol) in THF (5.0 mL) was added. The reaction mixture was stirred at for 1 h at 0° C. and for 2 h at room temperature. The reaction mixture was acidified with 2.5 M HCl (1.0 mL) and the product was extracted with ethyl acetate (2×20 mL). The org... The product is C(C)OC1=C(C=CC2=C1B(OC2C[N+](=O)[O-])O)F (7-Ethoxy-6-fluoro-3-nitromethyl-3H-benzo[c][1,2]oxaborol-1-ol). As a reaction SMILES: [OH-].[Na+].[N+:3]([CH3:6])([O-:5])=[O:4].[CH2:7]([O:9][C:10]1[C:11]([B:19]2[O:23][C:22](C)(C)C(C)(C)[O:20]2)=[C:12]([CH:15]=[CH:16][C:17]=1[F:18])C=O)[CH3:8].Cl>O.C1COCC1>[CH2:7]([O:9][C:10]1[C:11]2[B:19]([OH:20])[O:23][CH:22]([CH2:6][N+:3]([O-:5])=[O:4])[C:12]=2[CH:15]=[CH:16][C:17]=1[F:18])[CH3:8] |f:0.1|. Conditions: time 10 minute. Reactants: [OH-].[Na+] (sodium hydroxide), [N+](=O)([O-])C (nitromethane), C(C)OC=1C(=C(C=O)C=CC1F)B1OC(C(O1)(C)C)(C)C (3-ethoxy-4-fluoro-2-(4,4,5,5-tetramethyl-[1,3,2]dioxaborolan-2-yl)-benzaldehyde), Cl (HCl). Run in O (water), C1CCOC1 (THF). Starting materials: C(C)(C)(C)[C@H]1CC[C@H](CC1)C(=O)O (cis-4-tert-Butylcyclohexanecarboxylic acid), C(C(=O)Cl)(=O)Cl (ethanedioyl dichloride). The solvent is ClCCl (dichloromethane). Reaction conditions: time 1 hour. The product is C(C)(C)(C)[C@H]1CC[C@H](CC1)C(=O)Cl (cis-4-tert-Butylcyclohexanecarbonyl Chloride). Reaction SMILES: [C:1]([C@@H:5]1[CH2:10][CH2:9][C@H:8]([C:11]([OH:13])=O)[CH2:7][CH2:6]1)([CH3:4])([CH3:3])[CH3:2].C(Cl)(=O)C([Cl:17])=O>ClCCl>[C:1]([C@@H:5]1[CH2:10][CH2:9][C@H:8]([C:11]([Cl:17])=[O:13])[CH2:7][CH2:6]1)([CH3:4])([CH3:3])[CH3:2]. Reported procedure: 2.0 g (10.85 mmol) cis-4-tert-Butylcyclohexanecarboxylic acid (Example 42A) are dissolved in 50 ml dichloromethane, 1.65 g (13.02 mmol) ethanedioyl dichloride are added and the solution is stirred at room temperature for one hour. The mixture is then stirred at reflux for two hours and, after cooling down to room temperature, evaporated to dryness in vacuo. The residue is then dissolved in toluene two times and again evaporated to dryness in vacuo. The residue is used in the next step without fu... Starting materials: ClC1=NC=CC(=N1)C(F)(F)F (2-chloro-4-(trifluoromethyl)pyrimidine), NC=1C=C(C=C(C1)N1CCOCC1)C1=CN=C(S1)C(O)(C1CC1)C1CC1 ({5-[3-amino-5-(morpholin-4-yl)phenyl]-1,3-thiazol-2-yl}(dicyclopropyl)methanol), C([O-])([O-])=O.[Cs+].[Cs+] (cesium carbonate), CC1(C2=C(C(=CC=C2)P(C3=CC=CC=C3)C4=CC=CC=C4)OC5=C(C=CC=C51)P(C6=CC=CC=C6)C7=CC=CC=C7)C (XantPhos). Reagents/catalysts: CC(=O)[O-].CC(=O)[O-].[Pd+2] (Pd(OAc)2). Run in O1CCOCC1 (dioxane), O (water). Run at temperature 125 celsius. Yields the product C1(CC1)C(O)(C=1SC(=CN1)C1=CC(=CC(=C1)NC1=NC=CC(=N1)C(F)(F)F)N1CCOCC1)C1CC1 (dicyclopropyl{5-[3-(morpholin-4-yl)-5-{[4-(trifluoromethyl)pyrimidin-2-yl]amino}phenyl]-1,3-thiazol-2-yl}methanol). The yield is 53.6%. Reaction SMILES: Cl[C:2]1[N:7]=[C:6]([C:8]([F:11])([F:10])[F:9])[CH:5]=[CH:4][N:3]=1.[NH2:12][C:13]1[CH:14]=[C:15]([C:25]2[S:29][C:28]([C:30]([CH:35]3[CH2:37][CH2:36]3)([CH:32]3[CH2:34][CH2:33]3)[OH:31])=[N:27][CH:26]=2)[CH:16]=[C:17]([N:19]2[CH2:24][CH2:23][O:22][CH2:21][CH2:20]2)[CH:18]=1.C(=O)([O-])[O-].[Cs+].[Cs+].CC1(C)C2C(=C(P(C3C=CC=CC=3)C3C=CC=CC=3)C=CC=2)OC2C(P(C3C=CC=CC=3)C3C=CC=CC=3)=CC=CC1=2>O1CCOCC1.CC([O-])=O.CC([O-])=O.[Pd+2].O>[CH:35]1([C:30]([CH:32]2[CH2:33][CH2:34]2)([C:28]2[S:29][C:25]([C:15]3[CH:14]=[C:13]([NH:12][C:2]4[N:7]=[C:6]([C:8]([F:11])([F:10])[F:9])[CH:5]=[CH:4][N:3]=4)[CH:18]=[C:17]([N:19]4[CH2:24][CH2:23][O:22][CH2:21][CH2:20]4)[CH:16]=3)=[CH:26][N:27]=2)[OH:31])[CH2:37][CH2:36]1 |f:2.3.4,7.8.9|. Procedure: To a solution of 2-chloro-4-(trifluoromethyl)pyrimidine (0.079 mL, 0.654 mmol) and the product of Step 5 (221 mg, 0.595 mmol) in dioxane (4.0 mL) was added cesium carbonate (388 mg, 1.190 mmol), Pd(OAc)2 (6.68 mg, 0.030 mmol) and XantPhos (51.6 mg, 0.089 mmol) and the mixture was heated to 125° C. for 2 hours. After cooling to room temperature, 1.5 mL of water was added and the reaction mixture was filtered through a celite column with dichloromethane. The filtrate was concentrated and the resid... Starting materials: COc1ccc2c(c1)C1(COC(N)=N1)c1cc(Br)cnc1O2, CCOC(C)=O, C#CC(C)(C)C, CC(C)NC(C)C, [Cu]I, CN(C)C=O, O, c1ccc(P(c2ccccc2)(c2ccccc2)[Pd](P(c2ccccc2)(c2ccccc2)c2ccccc2)(P(c2ccccc2)(c2ccccc2)c2ccccc2)P(c2ccccc2)(c2ccccc2)c2ccccc2)cc1. Yields the product COc1ccc2c(c1)C1(COC(N)=N1)c1cc(C#CC(C)(C)C)cnc1O2. As a reaction SMILES: [Br:1][c:2]1[cH:3][c:4]2[c:5]([n:6][cH:7]1)[O:8][c:9]1[cH:10][cH:11][c:12]([O:21][CH3:22])[cH:13][c:14]1[C:15]21[N:16]=[C:17]([NH2:20])[O:18][CH2:19]1.[CH3:121][CH2:122][O:123][C:124](=[O:125])[CH3:126].[CH3:28][C:29]([C:30]#[CH:31])([CH3:32])[CH3:33].[CH:34]([NH:35][CH:36]([CH3:37])[CH3:38])([CH3:39])[CH3:40].[Cu:119][I:120].[O:23]=[CH:24][N:25]([CH3:26])[CH3:27].[OH2:41].[cH:42]1[cH:43][cH:44][c:45]([P:46]([Pd:47]([P:48]([c:49]2[cH:50][cH:51][cH:52][cH:53][cH:54]2)([c:55]2[cH:56][cH:57][cH:58][cH:59][cH:60]2)[c:61]2[cH:62][cH:63][cH:64][cH:65][cH:66]2)([P:67]([c:68]2[cH:69][cH:70][cH:71][cH:72][cH:73]2)([c:74]2[cH:75][cH:76][cH:77][cH:78][cH:79]2)[c:80]2[cH:81][cH:82][cH:83][cH:84][cH:85]2)[P:86]([c:87]2[cH:88][cH:89][cH:90][cH:91][cH:92]2)([c:93]2[cH:94][cH:95][cH:96][cH:97][cH:98]2)[c:99]2[cH:100][cH:101][cH:102][cH:103][cH:104]2)([c:105]2[cH:106][cH:107][cH:108][cH:109][cH:110]2)[c:111]2[cH:112][cH:113][cH:114][cH:115][cH:116]2)[cH:117][cH:118]1>>[c:2]1([C:31]#[C:30][C:29]([CH3:28])([CH3:32])[CH3:33])[cH:3][c:4]2[c:5]([n:6][cH:7]1)[O:8][c:9]1[cH:10][cH:11][c:12]([O:21][CH3:22])[cH:13][c:14]1[C:15]21[N:16]=[C:17]([NH2:20])[O:18][CH2:19]1. The reactants are BrC=1N=C(SC1)C (4-bromo-2-methylthiazole), C(CCC)[Li] (n-butyllithium), O (Water), C(CCC)[Sn](CCCC)(CCCC)Cl (tributyltinchloride). Solvent: C1CCOC1 (THF). Run at temperature -78 celsius, time 1 hour. The product is CC=1SC=C(N1)[Sn](CCCC)(CCCC)CCCC (2-Methyl-4-tributylstannanyl-thiazole). The yield is 111.8%. RXN SMILES: Br[C:2]1[N:3]=[C:4]([CH3:7])[S:5][CH:6]=1.C([Li])CCC.[CH2:13]([Sn:17](Cl)([CH2:22][CH2:23][CH2:24][CH3:25])[CH2:18][CH2:19][CH2:20][CH3:21])[CH2:14][CH2:15][CH3:16].O>C1COCC1>[CH3:7][C:4]1[S:5][CH:6]=[C:2]([Sn:17]([CH2:18][CH2:19][CH2:20][CH3:21])([CH2:22][CH2:23][CH2:24][CH3:25])[CH2:13][CH2:14][CH2:15][CH3:16])[N:3]=1. Procedure details: To a solution of 4-bromo-2-methylthiazole (950 mg, 5.3 mmol) in absolute THF (40 mL) at −78° C. was added dropwise n-butyllithium (2.7 mL, 1.6 M in hexane). The solution was stirred at −78° C. for 1 h, then tributyltinchloride (2.2 g, 6.8 mmol) was added, and the mixture was allowed to warm to room temperature. Water (90 mL) was poured into the reaction mixture and the phases were separated. The aqueous layer was extracted with diethyl ether (4×30 mL). The combined organic phases were dried over... Reactants: Cl.C(C)(C)(C)OC([C@@H](N)CC(C)C)=O (L-leucine tert-butyl ester hydrochloride), C(#N)[BH3-].[Na+] (sodium cyanoborohydride), solution, O=C1N(C(C2=CC=CC=C12)=O)C(C(=O)OCC[Si](C)(C)C)CC1=C(C=CC=C1)C=O (2-(1,3-dioxo-1,3-dihydro-isoindol-2-yl)-3-(2-formyl-phenyl)-propionic acid, 2-trimethylsilanyl-ethyl ester), 3A, C(#N)[BH3-].[Na+] (sodium cyanoborohydride). Run in O1CCCC1 (tetrahydrofuran), CO (methanol). Conditions: time 0.5 hour. Product: O=C1N(C(C2=CC=CC=C12)=O)C(CC1=C(CNC(C(=O)OC(C)(C)C)CC(C)C)C=CC=C1)C(=O)OCC[Si](C)(C)C (2-{2-[2-(1,3-Dioxo-1,3,dihydro-isoindol-2-yl)-2-(2-trimethylsilanyl-ethoxycarbonyl)-ethyl]-benzylamino}-4-methyl-valeric acid, tert-butyl ester). Yield: 63.0%. Reaction SMILES: [O:1]=[C:2]1[C:10]2[C:5](=[CH:6][CH:7]=[CH:8][CH:9]=2)[C:4](=[O:11])[N:3]1[CH:12]([CH2:22][C:23]1[CH:28]=[CH:27][CH:26]=[CH:25][C:24]=1[CH:29]=O)[C:13]([O:15][CH2:16][CH2:17][Si:18]([CH3:21])([CH3:20])[CH3:19])=[O:14].Cl.[C:32]([O:36][C:37](=[O:44])[C@H:38]([CH2:40][CH:41]([CH3:43])[CH3:42])[NH2:39])([CH3:35])([CH3:34])[CH3:33].C([BH3-])#N.[Na+]>CO.O1CCCC1>[O:11]=[C:4]1[C:5]2[C:10](=[CH:9][CH:8]=[CH:7][CH:6]=2)[C:2](=[O:1])[N:3]1[CH:12]([C:13]([O:15][CH2:16][CH2:17][Si:18]([CH3:20])([CH3:19])[CH3:21])=[O:14])[CH2:22][C:23]1[CH:28]=[CH:27][CH:26]=[CH:25][C:24]=1[CH2:29][NH:39][CH:38]([CH2:40][CH:41]([CH3:42])[CH3:43])[C:37]([O:36][C:32]([CH3:35])([CH3:34])[CH3:33])=[O:44] |f:1.2,3.4|. Procedure: Dissolve 2-(1,3-dioxo-1,3-dihydro-isoindol-2-yl)-3-(2-formyl-phenyl)-propionic acid, 2-trimethylsilanyl-ethyl ester (250 mg, 0.590 mmol) in methanol (15 mL) and treat with L-leucine tert-butyl ester hydrochloride (0.66 g, 3.0 mmol). Stir at room temperature for 2 hours with 3A molecular sieves, add sodium cyanoborohydride (0.6 mL of a 1.0M solution in tetrahydrofuran, 0.6 mmol), stir for 0.5 hours, add additional sodium cyanoborohydride (0.3 mL) and stir for 5 hours. Filter through filter aid, e... Starting materials: NC1=NC(=C(C(=N1)Br)C#N)SC (2-amino-4-bromo-6-methylsulfanyl-pyrimidine-5-carbonitrile), C(C)OC(=C)[Sn](CCCC)(CCCC)CCCC ((1-ethoxyvinyl)tributylstannane). Reagents/catalysts: Cl[Pd]([P](C1=CC=CC=C1)(C2=CC=CC=C2)C3=CC=CC=C3)([P](C4=CC=CC=C4)(C5=CC=CC=C5)C6=CC=CC=C6)Cl (bis(triphenyl-phosphine)palladium(II) chloride). Run in O1CCOCC1 (dioxane). Yields the product NC1=NC(=C(C(=N1)C(=C)OCC)C#N)SC (2-amino-4-(1-ethoxy-vinyl)-6-methylsulfanyl-pyrimidine-5-carbonitrile). Isolated yield 48.6%. Reaction SMILES: [NH2:1][C:2]1[N:7]=[C:6](Br)[C:5]([C:9]#[N:10])=[C:4]([S:11][CH3:12])[N:3]=1.[CH2:13]([O:15][C:16]([Sn](CCCC)(CCCC)CCCC)=[CH2:17])[CH3:14]>O1CCOCC1.Cl[Pd](Cl)([P](C1C=CC=CC=1)(C1C=CC=CC=1)C1C=CC=CC=1)[P](C1C=CC=CC=1)(C1C=CC=CC=1)C1C=CC=CC=1>[NH2:1][C:2]1[N:7]=[C:6]([C:13]([O:15][CH2:16][CH3:17])=[CH2:14])[C:5]([C:9]#[N:10])=[C:4]([S:11][CH3:12])[N:3]=1 |^1:39,58|. Procedure details: To a stirred solution of 300 mg (1.22 mmol) 2-amino-4-bromo-6-methylsulfanyl-pyrimidine-5-carbonitrile in 10 ml dioxane under argon at room temperature were added 0.41 ml (1.22 mmol) (1-ethoxyvinyl)tributylstannane and 86 mg (0.12 mmol) bis(triphenyl-phosphine)palladium(II) chloride. The reaction mixture was heated at reflux for 16 h, then cooled to room temperature, 2 g of kieselgel added, and the mixture concentrated in vacuo. Flash chromatography (hexane then 1/1 ethyl acetate/hexane) followe... Reactants: C(C)(C)(C)OC([C@H](C(C)C)NS(=O)(=O)C1=CC=C(C=C1)C1=CC=C(C=C1)NC(=O)C=1OC2=C(C1C)C(=C(C=C2)C)OC)=O ((S)-2-{4′-[(4-methoxy-3,5-dimethyl-benzofuran-2-carbonyl)-amino]-biphenyl-4-sulfonylamino}-3-methyl-butyric acid tert-butyl ester), C(=O)(C(F)(F)F)O.ClCCl (TFA dichloromethane). Run at time 3 hour. Yields the product COC1=C(C=CC2=C1C(=C(O2)C(=O)NC2=CC=C(C=C2)C2=CC=C(C=C2)S(=O)(=O)N[C@H](C(=O)O)C(C)C)C)C ((S)-2-{4′-[(4-methoxy-3,5-dimethyl-benzofuran-2-carbonyl)-amino]-biphenyl-4-sulfonylamino}-3-methyl-butyric acid). The yield is 88.2%. Reaction SMILES: C([O:5][C:6](=[O:43])[C@@H:7]([NH:11][S:12]([C:15]1[CH:20]=[CH:19][C:18]([C:21]2[CH:26]=[CH:25][C:24]([NH:27][C:28]([C:30]3[O:31][C:32]4[CH:39]=[CH:38][C:37]([CH3:40])=[C:36]([O:41][CH3:42])[C:33]=4[C:34]=3[CH3:35])=[O:29])=[CH:23][CH:22]=2)=[CH:17][CH:16]=1)(=[O:14])=[O:13])[CH:8]([CH3:10])[CH3:9])(C)(C)C.C(O)(C(F)(F)F)=O.ClCCl>>[CH3:42][O:41][C:36]1[C:33]2[C:34]([CH3:35])=[C:30]([C:28]([NH:27][C:24]3[CH:25]=[CH:26][C:21]([C:18]4[CH:19]=[CH:20][C:15]([S:12]([NH:11][C@@H:7]([CH:8]([CH3:9])[CH3:10])[C:6]([OH:43])=[O:5])(=[O:13])=[O:14])=[CH:16][CH:17]=4)=[CH:22][CH:23]=3)=[O:29])[O:31][C:32]=2[CH:39]=[CH:38][C:37]=1[CH3:40] |f:1.2|. Reported procedure: To 80 mg of (S)-2-{4′-[(4-methoxy-3,5-dimethyl-benzofuran-2-carbonyl)-amino]-biphenyl-4-sulfonylamino}-3-methyl-butyric acid tert-butyl ester was added 2 mL of TFA/dichloromethane (1:1) and the solution was stirred at room temperature for 3 h. When the reaction was done, the solvent was removed under vacuum and the residue was triturated with acetonitrile. Filtration of the suspension gave 64 mg of (S)-2-{4′-[(4-methoxy-3,5-dimethyl-benzofuran-2-carbonyl)-amino]-biphenyl-4-sulfonylamino}-3-methy... Reactants: 1E, BrC1=C2C(C(N(C2=CC=C1)CCCCC)=O)C1=CC2=C(OCO2)C=C1O (4-bromo-3-(6-hydroxy-1,3-benzodioxol-5-yl)-1-pentyl-1,3-dihydro-2H-indol-2-one), OC=1C(=CC2=C(OCO2)C1)C1C(N(C2=CC=CC=C12)CC1=CC=C(C(=O)OC)C=C1)=O (methyl 4-{[3-(6-hydroxy-1,3-benzodioxol-5-yl)-2-oxo-2,3-dihydro-1H-indol-1-yl]methyl}benzoate). As a reaction SMILES: BrC1C=CC=C2C=1C(C1C(O)=CC3OCOC=3C=1)[C:5](=[O:16])N2CCCCC.[OH:27][C:28]1[C:29]([CH:37]2[C:45]3[C:40](=[CH:41][CH:42]=[CH:43][CH:44]=3)[N:39]([CH2:46][C:47]3[CH:56]=[CH:55][C:50]([C:51]([O:53][CH3:54])=[O:52])=[CH:49][CH:48]=3)[C:38]2=[O:57])=[CH:30][C:31]2[O:35][CH2:34][O:33][C:32]=2[CH:36]=1>>[OH:27][C:28]1[C:29]([C:37]2([CH2:5][OH:16])[C:45]3[C:40](=[CH:41][CH:42]=[CH:43][CH:44]=3)[N:39]([CH2:46][C:47]3[CH:56]=[CH:55][C:50]([C:51]([O:53][CH3:54])=[O:52])=[CH:49][CH:48]=3)[C:38]2=[O:57])=[CH:30][C:31]2[O:35][CH2:34][O:33][C:32]=2[CH:36]=1. Procedure details: Following the procedure as described in PREPARATION 1E, and making non-critical variations to replace 4-bromo-3-(6-hydroxy-1,3-benzodioxol-5-yl)-1-pentyl-1,3-dihydro-2H-indol-2-one with methyl 4-{[3-(6-hydroxy-1,3-benzodioxol-5-yl)-2-oxo-2,3-dihydro-1H-indol-1-yl]methyl}benzoate, the title compound was obtained (81%): MS (ES+) m/z 448.1 (M+1). Yields the product OC=1C(=CC2=C(OCO2)C1)C1(C(N(C2=CC=CC=C12)CC1=CC=C(C(=O)OC)C=C1)=O)CO (methyl 4-{[3-(6-hydroxy-1,3-benzodioxol-5-yl)-3-(hydroxymethyl)-2-oxo-2,3-dihydro-1H-indol-1-yl]methyl}benzoate).